Dataset: the Open Reaction Database (ORD), a public repository of structured organic reaction records. Task: describe an organic reaction: reactants, conditions, products, and yield The reactants are monohydrate, C([O-])([O-])=O.[Na+].[Na+] (sodium carbonate), [I-].[Na+] (sodium iodide), ClCCC1=CC=C(C=C1)OC (1-(2-chloroethyl)-4-methoxybenzene), Br.Br.N1CCC(CC1)NC1=NC2=C(N1CC=1N=CSC1)C=CC=C2 (N-(4-piperidinyl)-1-(4-thiazolylmethyl)-1H-benzimidazol-2-amine dihydrobromide). Run in CN(C(C)=O)C (N,N-dimethylacetamide), O (Water). The product is Br.Br.N1C(=NC2=C1C=CC=C2)N (1H-benzimidazol-2-amine dihydrobromide). Reaction SMILES: ClCCC1C=CC(OC)=CC=1.[BrH:12].Br.N1CCC([NH:20][C:21]2[N:25](CC3N=CSC=3)[C:24]3[CH:32]=[CH:33][CH:34]=[CH:35][C:23]=3[N:22]=2)CC1.C(=O)([O-])[O-].[Na+].[Na+].[I-].[Na+]>O.CN(C)C(=O)C>[BrH:12].[BrH:12].[NH:22]1[C:23]2[CH:35]=[CH:34][CH:33]=[CH:32][C:24]=2[N:25]=[C:21]1[NH2:20] |f:1.2.3,4.5.6,7.8,11.12.13|. Procedure details: A mixture of 4.7 parts of 1-(2-chloroethyl)-4-methoxybenzene, 14 parts of N-(4-piperidinyl)-1-(4-thiazolylmethyl)-1H-benzimidazol-2-amine dihydrobromide.monohydrate, 15 parts of sodium carbonate, 0.3 parts of sodium iodide and 90 parts of N,N-dimethylacetamide was stirred overnight at 80° C. Water was added and the product was extracted with 4-methyl-2-pentanone. The extract was dried, filtered and evaporated. The oily residue was converted into the hydrobromide salt in ethanol. The salt was fil... The reactants are [K+].[Br-] (KBr), C(C)(=S)O (thioacetic acid), C([O-])([O-])=O.[K+].[K+] (potassium carbonate), BrC(C(=O)NC1=CC=C(C=C1)C=1C(CC(NN1)=O)C)C (6-[4-(α-bromopropionylamino)-phenyl]-5-methyl-4,5-dihydro-3(2H)-pyridazinone). Solvent: O (water), CN(C=O)C (N,N-dimethylformamide). Yields the product C(C)(=O)SC(C(=O)NC1=CC=C(C=C1)C=1C(CC(NN1)=O)C)C (6-[4-(2-acetylthiopropanoylamino)-phenyl]-5-methyl-4,5-dihydro-3(2H)-pyridazinone). Reaction SMILES: [C:1]([OH:4])(=[S:3])[CH3:2].C(=O)([O-])[O-].[K+].[K+].Br[CH:12]([CH3:30])[C:13]([NH:15][C:16]1[CH:21]=[CH:20][C:19]([C:22]2[CH:23]([CH3:29])[CH2:24][C:25](=[O:28])[NH:26][N:27]=2)=[CH:18][CH:17]=1)=[O:14].[K+].[Br-]>O.CN(C)C=O>[C:1]([S:3][CH:12]([CH3:30])[C:13]([NH:15][C:16]1[CH:17]=[CH:18][C:19]([C:22]2[CH:23]([CH3:29])[CH2:24][C:25](=[O:28])[NH:26][N:27]=2)=[CH:20][CH:21]=1)=[O:14])(=[O:4])[CH3:2] |f:1.2.3,5.6|. Reported procedure: To 20 ml of N,N-dimethylformamide were added 0.54 g of thioacetic acid, 0.98 g of anhydrous potassium carbonate and then 2.0 g of 6-[4-(α-bromopropionylamino)-phenyl]-5-methyl-4,5-dihydro-3(2H)-pyridazinone, and the mixture was reacted for 2 hours at room temperature. The mixture was further reacted for 1 hour after the addition of 2 ml of water. Insoluble matters were removed from the mixture by filtration and the filtrate was concentrated under reduced pressure to obtain a crude end product wh... Run in C(C)(=O)OC(C)=O (acetic anhydride). Starting materials: C(CCCCCCCCCCCCCCCCC)OCC(COC(C1=CC=CC=C1)(C1=CC=CC=C1)C1=CC=CC=C1)NC(=O)CCC(=O)O (3-Octadecyloxy-2-(2-carboxyethylcarbonylamino)-1-trityloxypropane), C(C)(=O)[O-].[Na+] (sodium acetate). Reaction conditions: temperature 100 celsius. Reaction SMILES: [CH2:1]([O:19][CH2:20][CH:21]([NH:43][C:44]([CH2:46][CH2:47][C:48]([OH:50])=O)=[O:45])[CH2:22][O:23][C:24]([C:37]1[CH:42]=[CH:41][CH:40]=[CH:39][CH:38]=1)([C:31]1[CH:36]=[CH:35][CH:34]=[CH:33][CH:32]=1)[C:25]1[CH:30]=[CH:29][CH:28]=[CH:27][CH:26]=1)[CH2:2][CH2:3][CH2:4][CH2:5][CH2:6][CH2:7][CH2:8][CH2:9][CH2:10][CH2:11][CH2:12][CH2:13][CH2:14][CH2:15][CH2:16][CH2:17][CH3:18].C([O-])(=[O:53])C.[Na+]>C(OC(=O)C)(=O)C>[CH2:1]([O:19][CH2:20][CH:21]([N:43]1[C:48](=[O:50])[CH2:47][CH2:46][C:44]1=[O:45])[CH:22]([O:23][C:24]([C:25]1[CH:30]=[CH:29][CH:28]=[CH:27][CH:26]=1)([C:31]1[CH:32]=[CH:33][CH:34]=[CH:35][CH:36]=1)[C:37]1[CH:38]=[CH:39][CH:40]=[CH:41][CH:42]=1)[OH:53])[CH2:2][CH2:3][CH2:4][CH2:5][CH2:6][CH2:7][CH2:8][CH2:9][CH2:10][CH2:11][CH2:12][CH2:13][CH2:14][CH2:15][CH2:16][CH2:17][CH3:18] |f:1.2|. Procedure: A mixture of 2.21 g of the carboxyl compound obtained in Example 8 and 0.45 g of sodium acetate in 10 ml of acetic anhydride was heated at 100° C. for 2 hours, and the mixture was concentrated under reduced pressure. n-Hexane was added to the mixture and the insoluble matter was filtered off. The filtrate was concentrated to dryness to give a crude product of 3-octadecyloxy-2-succinimido-1-trityloxypropanol. This crude trityl compound in 20 ml of 70% acetic acid was heated at 100° C. for 2 hours... Yields the product C(CCCCCCCCCCCCCCCCC)OCC(C(O)OC(C1=CC=CC=C1)(C1=CC=CC=C1)C1=CC=CC=C1)N1C(CCC1=O)=O (3-octadecyloxy-2-succinimido-1-trityloxypropanol).